This data is from the Open Reaction Database (ORD), a public repository of structured organic reaction records. The task is: describe an organic reaction: reactants, conditions, products, and yield Reactants: [OH-].[Li+] (lithium hydroxide), COC1=CC(=C(C=C1OC)CC(=O)OC)CN(C(=O)C)C1=CC=CC=C1 (methyl 4,5-dimethoxy-2-[(phenylacetamino)methyl]phenylacetate). Run in CO (methanol). Run at time 12 hour. Yields the product COC1=CC(=C(C=C1OC)CC(=O)O)CN(C(=O)C)C1=CC=CC=C1 (4,5-dimethoxy-2-[(phenylacetamino)methyl]phenylacetic acid). Yield: 78.0%. RXN SMILES: [OH-].[Li+].[CH3:3][O:4][C:5]1[C:10]([O:11][CH3:12])=[CH:9][C:8]([CH2:13][C:14]([O:16]C)=[O:15])=[C:7]([CH2:18][N:19]([C:23]2[CH:28]=[CH:27][CH:26]=[CH:25][CH:24]=2)[C:20]([CH3:22])=[O:21])[CH:6]=1>CO>[CH3:3][O:4][C:5]1[C:10]([O:11][CH3:12])=[CH:9][C:8]([CH2:13][C:14]([OH:16])=[O:15])=[C:7]([CH2:18][N:19]([C:23]2[CH:28]=[CH:27][CH:26]=[CH:25][CH:24]=2)[C:20]([CH3:22])=[O:21])[CH:6]=1 |f:0.1|. Procedure: An aqueous solution of lithium hydroxide (0.5 M, 56 ml, 28 mmol) was added to a solution of methyl 4,5-dimethoxy-2-[(phenylacetamino)methyl]phenylacetate 6 (2 g, 5.6 mmol) in methanol (50 ml). The reaction mixture was stirred at ambient temperature for 12 hours, then neutralized with an aqueous solution of HCl (2N) and precipitation of the product was observed. Filtration gave the 4,5-dimethoxy-2-[(phenylacetamino)methyl]-phenylacetic acid 7 (1.5 g, 78%) in the form of a white powder. M.p.=186° ... The reactants are CS(=O)(=O)O, [Cl-], O, CC12CCC3C(CC(O)C4(O)CC=CCC34C)C1CC=C2Br, c1ccncc1. Yields the product CC12CCC3C(CC(Cl)C4(O)CC=CCC34C)C1CC=C2Br. RXN SMILES: [CH3:24][S:25]([OH:26])(=[O:27])=[O:28].[Cl-:23].[OH2:29].[OH:1][C:2]12[CH:3]([OH:22])[CH2:4][CH:5]3[CH:6]4[CH2:7][CH:8]=[C:9]([Br:21])[C:10]4([CH3:11])[CH2:12][CH2:13][CH:14]3[C:15]1([CH3:20])[CH2:16][CH:17]=[CH:18][CH2:19]2.[cH:30]1[cH:31][cH:32][n:33][cH:34][cH:35]1>>[OH:1][C:2]12[CH:3]([Cl:23])[CH2:4][CH:5]3[CH:6]4[CH2:7][CH:8]=[C:9]([Br:21])[C:10]4([CH3:11])[CH2:12][CH2:13][CH:14]3[C:15]1([CH3:20])[CH2:16][CH:17]=[CH:18][CH2:19]2. The reactants are [BH3-]C#N, C=CCOC1CC(C=C(C)C2OC(=O)C3CCCCN3C(=O)C(=O)C3(O)OC(C(OC)CC(C)CC(C)=CC(CC)C(=O)CC(O)C2C)C(OC)CC3C)CCC1=O, NCc1ccccc1, CC(C)O, [Na+], O. Product: C=CCOC1CC(C=C(C)C2OC(=O)C3CCCCN3C(=O)C(=O)C3(O)OC(C(OC)CC(C)CC(C)=CC(CC)C(=O)CC(O)C2C)C(OC)CC3C)CCC1NCc1ccccc1. Reaction SMILES: [C:67]([BH3-:68])#[N:69].[CH2:1]([CH3:2])[CH:3]1[C:4](=[O:58])[CH2:5][CH:6]([OH:57])[CH:7]([CH3:56])[CH:8]([C:42](=[CH:43][CH:44]2[CH2:45][CH:46]([O:51][CH2:52][CH:53]=[CH2:54])[C:47](=[O:50])[CH2:48][CH2:49]2)[CH3:55])[O:9][C:10](=[O:41])[CH:11]2[CH2:12][CH2:13][CH2:14][CH2:15][N:16]2[C:17](=[O:40])[C:18](=[O:39])[C:19]2([OH:38])[CH:20]([CH3:37])[CH2:21][CH:22]([O:35][CH3:36])[CH:23]([CH:24]([O:32][CH3:33])[CH2:25][CH:26]([CH3:31])[CH2:27][C:28]([CH3:30])=[CH:29]1)[O:34]2.[CH2:59]([c:60]1[cH:61][cH:62][cH:63][cH:64][cH:65]1)[NH2:66].[CH:72]([OH:73])([CH3:74])[CH3:75].[Na+:70].[OH2:71]>>[CH2:1]([CH3:2])[CH:3]1[C:4](=[O:58])[CH2:5][CH:6]([OH:57])[CH:7]([CH3:56])[CH:8]([C:42](=[CH:43][CH:44]2[CH2:45][CH:46]([O:51][CH2:52][CH:53]=[CH2:54])[CH:47]([NH:66][CH2:59][c:60]3[cH:61][cH:62][cH:63][cH:64][cH:65]3)[CH2:48][CH2:49]2)[CH3:55])[O:9][C:10](=[O:41])[CH:11]2[CH2:12][CH2:13][CH2:14][CH2:15][N:16]2[C:17](=[O:40])[C:18](=[O:39])[C:19]2([OH:38])[CH:20]([CH3:37])[CH2:21][CH:22]([O:35][CH3:36])[CH:23]([CH:24]([O:32][CH3:33])[CH2:25][CH:26]([CH3:31])[CH2:27][C:28]([CH3:30])=[CH:29]1)[O:34]2. Starting materials: OCCOC=1C=C(C=CC1)C1C(CN(CC1)C(=O)OCC(Cl)(Cl)Cl)OCC1=CC2=CC=CC=C2C=C1 (2,2,2-trichloro-ethyl (3RS,4RS)-4-[3-(2-hydroxy-ethoxy)-phenyl]-3-(naphthalen-2-ylmethoxy)-piperidine-1-carboxylate), [N-]=C=O.[Na+] (sodium isocyanate). Yields the product C(N)(=O)OCCOC=1C=C(C=CC1)C1C(CN(CC1)C(=O)OCC(Cl)(Cl)Cl)OCC1=CC2=CC=CC=C2C=C1 (2,2,2-trichloro-ethyl (3RS,4RS)-4-[3-(2-carbamoyloxy-ethoxy)-phenyl]-3-(naphthalen-2-ylmethoxy)-piperidine-1-carboxylate). RXN SMILES: [OH:1][CH2:2][CH2:3][O:4][C:5]1[CH:6]=[C:7]([CH:11]2[CH2:16][CH2:15][N:14]([C:17]([O:19][CH2:20][C:21]([Cl:24])([Cl:23])[Cl:22])=[O:18])[CH2:13][CH:12]2[O:25][CH2:26][C:27]2[CH:36]=[CH:35][C:34]3[C:29](=[CH:30][CH:31]=[CH:32][CH:33]=3)[CH:28]=2)[CH:8]=[CH:9][CH:10]=1.[N-:37]=[C:38]=[O:39].[Na+]>>[C:38]([O:1][CH2:2][CH2:3][O:4][C:5]1[CH:6]=[C:7]([CH:11]2[CH2:16][CH2:15][N:14]([C:17]([O:19][CH2:20][C:21]([Cl:22])([Cl:23])[Cl:24])=[O:18])[CH2:13][CH:12]2[O:25][CH2:26][C:27]2[CH:36]=[CH:35][C:34]3[C:29](=[CH:30][CH:31]=[CH:32][CH:33]=3)[CH:28]=2)[CH:8]=[CH:9][CH:10]=1)(=[O:39])[NH2:37] |f:1.2|. Procedure details: In an analogous manner to that described in Example 24(m), by reacting 2,2,2-trichloro-ethyl (3RS,4RS)-4-[3-(2-hydroxy-ethoxy)-phenyl]-3-(naphthalen-2-ylmethoxy)-piperidine-1-carboxylate with sodium isocyanate there was obtained 2,2,2-trichloro-ethyl (3RS,4RS)-4-[3-(2-carbamoyloxy-ethoxy)-phenyl]-3-(naphthalen-2-ylmethoxy)-piperidine-1-carboxylate as a colourless solid; Rf : 0.40 (SiO2, methylene chloride:methanol=9:1). Isolated yield 56.3%. Reaction SMILES: C([O:3][C:4]1[CH:5]=[C:6]2[C:11](=[CH:12][CH:13]=1)[NH:10][C:9]([CH3:15])([CH3:14])[CH2:8][CH:7]2[CH3:16])C.Br.[OH-].[Na+].Cl.C(=O)(O)[O-].[Na+]>O>[OH:3][C:4]1[CH:5]=[C:6]2[C:11](=[CH:12][CH:13]=1)[NH:10][C:9]([CH3:15])([CH3:14])[CH:8]=[C:7]2[CH3:16] |f:2.3,5.6|. Starting materials: Cl (HCl), C(C)OC=1C=C2C(CC(NC2=CC1)(C)C)C (6-Ethoxy-2,2,4-trimethyl-3,4-dihydroquinoline), Br (HBr), C([O-])(O)=O.[Na+] (sodium bicarbonate), [OH-].[Na+] (NaOH). Run in O (water). Product: OC=1C=C2C(=CC(NC2=CC1)(C)C)C (6-Hydroxy-1,2-Dihydro-2,2,4-Trimethylquinoline). Reported procedure: 6-Ethoxy-2,2,4-trimethyl-3,4-dihydroquinoline [Ethoxyquin (70 g, 0.32 mole)], was added to 250 mL of 48% HBr, and the mixture was heated to reflux for about 1 hour. The solution was cooled and poured into water. The aqueous suspension was made basic (pH=14) by the addition of 50% aqueous NaOH. Concentrated HCl was added to adjust the pH to about 4, then the mixture was made slightly basic by the addition of saturated sodium bicarbonate solution. The mixture was extracted with EtOAc and the organ... Reactants: CCCC[N+](CCCC)(CCCC)CCCC, CCOC(C)=O, [F-], C[N+](=O)[O-], C1CCOC1, O=Cc1cccc(O)c1. Product: O=[N+]([O-])CC(O)c1cccc(O)c1. Reaction SMILES: [CH3:15][CH2:16][CH2:17][CH2:18][N+:19]([CH2:20][CH2:21][CH2:22][CH3:23])([CH2:24][CH2:25][CH2:26][CH3:27])[CH2:28][CH2:29][CH2:30][CH3:31].[CH3:37][CH2:38][O:39][C:40](=[O:41])[CH3:42].[F-:14].[N+:10](=[O:11])([O-:12])[CH3:13].[O:32]1[CH2:33][CH2:34][CH2:35][CH2:36]1.[OH:1][c:2]1[cH:3][c:4]([CH:5]=[O:6])[cH:7][cH:8][cH:9]1>>[OH:1][c:2]1[cH:3][c:4]([CH:5]([OH:6])[CH2:13][N+:10](=[O:11])[O-:12])[cH:7][cH:8][cH:9]1. RXN SMILES: [F:1][C:2]([F:7])([F:6])[C:3]([OH:5])=[O:4].[Cl:8][C:9]1[C:10]([F:27])=[C:11]([CH:24]=[CH:25][CH:26]=1)[CH2:12][NH:13][C:14]([C@@H:16]1[C@H:20]([N:21]=[N+:22]=[N-:23])[CH2:19][CH2:18][NH:17]1)=[O:15].COC([C@@H]1[C@@H](N=[N+]=[N-])CCN1C(OC(C)(C)C)=O)=O>>[F:1][C:2]([F:7])([F:6])[C:3]([OH:5])=[O:4].[Cl:8][C:9]1[C:10]([F:27])=[C:11]([CH:24]=[CH:25][CH:26]=1)[CH2:12][NH:13][C:14]([C@@H:16]1[C@@H:20]([N:21]=[N+:22]=[N-:23])[CH2:19][CH2:18][NH:17]1)=[O:15] |f:0.1,3.4|. Product: FC(C(=O)O)(F)F.ClC=1C(=C(CNC(=O)[C@H]2NCC[C@@H]2N=[N+]=[N-])C=CC1)F ((2S,3S)-3-Azido-pyrrolidine-2-carboxylic acid 3-chloro-2-fluoro-benzylamide trifluoroacetate). Starting materials: FC(C(=O)O)(F)F.ClC=1C(=C(CNC(=O)[C@H]2NCC[C@H]2N=[N+]=[N-])C=CC1)F ((2S,3R)-3-azido-pyrrolidine-2-carboxylic acid 3-chloro-2-fluoro-benzylamide trifluoroacetate), COC(=O)[C@H]1N(CC[C@@H]1N=[N+]=[N-])C(=O)OC(C)(C)C ((2S,3S)-3-azido-pyrrolidine-1,2-dicarboxylic acid 1-tert-butyl ester 2-methyl ester). Procedure details: was prepared in a similar manner as described in procedure 1 for (2S,3R)-3-azido-pyrrolidine-2-carboxylic acid 3-chloro-2-fluoro-benzylamide trifluoroacetate from (2S,3S)-3-azido-pyrrolidine-1,2-dicarboxylic acid 1-tert-butyl ester 2-methyl ester [361367-99-9]. MS (LC/MS): 298 [M+H]+; tR (HPLC conditions b): 2.68 min. The reactants are ClN1C(CCC1=O)=O (N-chlorosuccinimide), ClC1=CC=C(C=C1)S (4-chlorothiophenol), S1C(=CC=C1)[Li] (2-thienyllithium), C(CCC)[Li] (n-butyllithium), S1C=CC=C1 (thiophene). Run in C1(=CC=CC=C1)C (toluene), O1CCCC1 (tetrahydrofuran), C1(=CC=CC=C1)C (toluene), O1CCCC1 (tetrahydrofuran). Reaction conditions: temperature -15 celsius, time 1 hour. Yields the product ClC1=CC=C(C=C1)SC=1SC=CC1 (2-(4-Chlorophenylthio)thiophene). Reaction SMILES: ClN1C(=O)CCC1=O.[Cl:9][C:10]1[CH:15]=[CH:14][C:13]([SH:16])=[CH:12][CH:11]=1.[S:17]1[CH:21]=[CH:20][CH:19]=[C:18]1[Li].C([Li])CCC.S1C=CC=C1>C1(C)C=CC=CC=1.O1CCCC1>[Cl:9][C:10]1[CH:15]=[CH:14][C:13]([S:16][C:18]2[S:17][CH:21]=[CH:20][CH:19]=2)=[CH:12][CH:11]=1. Procedure details: To a suspension of N-chlorosuccinimide (10.78 g) in dry toluene (45 ml) was added dropwise, a solution of 4-chlorothiophenol (9.84 g) in dry toluene (35 ml) at room temperature. After 1 hour, the suspension was filtered, the filter pad washed with toluene (100 ml) and the filtrate evaporated under reduced pressure to give an orange oil. The oil was dissolved in dry tetrahydrofuran (40 ml) and added dropwise to a solution of 2-thienyllithium (prepared by the addition of n-butyllithium (27.2 ml, 2... The reactants are C(C)(C)(C)OC(NCC1=CC(=CC=C1)C(NC=1SC=2CN(CCC2N1)C)=O)=O ([3-(5-methyl-4,5,6,7-tetrahydro-thiazolo[5,4-c]pyridin-2-ylcarbamoyl)-benzyl]-carbamic acid tert-butyl ester), Cl (HCl). The solvent is CCOCC (Et2O), CCCCCC (hexane), C(Cl)Cl (DCM). The product is NCC=1C=C(C(=O)NC=2SC=3CN(CCC3N2)C)C=CC1 (3-aminomethyl-N-(5-methyl-4,5,6,7-tetrahydro-thiazolo[5,4-c]pyridin-2-yl)-benzamide), Cl.Cl.NCC=1C=C(C(=O)NC=2SC=3CN(CCC3N2)C)C=CC1 (3-aminomethyl-N-(5-methyl-4,5,6,7-tetrahydro-thiazolo[5,4-c]pyridin-2-yl)-benzamide dihydrochloride). Isolated yield 197.3%. Reaction SMILES: C(OC(=O)[NH:7][CH2:8][C:9]1[CH:14]=[CH:13][CH:12]=[C:11]([C:15](=[O:27])[NH:16][C:17]2[S:18][C:19]3[CH2:20][N:21]([CH3:26])[CH2:22][CH2:23][C:24]=3[N:25]=2)[CH:10]=1)(C)(C)C.[ClH:29]>C(Cl)Cl.CCOCC.CCCCCC>[NH2:7][CH2:8][C:9]1[CH:10]=[C:11]([CH:12]=[CH:13][CH:14]=1)[C:15]([NH:16][C:17]1[S:18][C:19]2[CH2:20][N:21]([CH3:26])[CH2:22][CH2:23][C:24]=2[N:25]=1)=[O:27].[ClH:29].[ClH:29].[NH2:7][CH2:8][C:9]1[CH:10]=[C:11]([CH:12]=[CH:13][CH:14]=1)[C:15]([NH:16][C:17]1[S:18][C:19]2[CH2:20][N:21]([CH3:26])[CH2:22][CH2:23][C:24]=2[N:25]=1)=[O:27] |f:6.7.8|. Procedure details: To a solution of [3-(5-methyl-4,5,6,7-tetrahydro-thiazolo[5,4-c]pyridin-2-ylcarbamoyl)-benzyl]-carbamic acid tert-butyl ester (3.56 g, 8.76 mmol) in anhydrous DCM (175 mL) at rt add HCl (44 mL 4M solution in 1,4-dioxane, 175 mmol) and stir the reaction at rt for 24 h. Dilute the solid suspension with Et2O (300 mL) and hexane (500 mL), stir vigorously for 20 min Filter and wash with Et2O and hexane to afford the desired product 3-aminomethyl-N-(5-methyl-4,5,6,7-tetrahydro-thiazolo[5,4-c]pyridin-2...